This data is from the Open Reaction Database (ORD), a public repository of structured organic reaction records. The task is: describe an organic reaction: reactants, conditions, products, and yield The product is O=C(Nc1ccccc1)c1ccccc1. Reaction SMILES: [C:8]([c:9]1[cH:10][cH:11][cH:12][cH:13][cH:14]1)(=[O:15])[Cl:16].[Cl:17][CH2:18][Cl:19].[NH2:1][c:2]1[cH:3][cH:4][cH:5][cH:6][cH:7]1>>[NH:1]([c:2]1[cH:3][cH:4][cH:5][cH:6][cH:7]1)[C:8]([c:9]1[cH:10][cH:11][cH:12][cH:13][cH:14]1)=[O:15]. Reactants: O=C(Cl)c1ccccc1, ClCCl, Nc1ccccc1. Reactants: CC(C)c1cc(Cc2c(Cl)cc(-n3nc(C(=O)O)c(=O)[nH]c3=O)cc2Cl)n[nH]c1=O, O, O=C(O)CS. The product is CC(C)c1cc(Cc2c(Cl)cc(-n3ncc(=O)[nH]c3=O)cc2Cl)n[nH]c1=O. As a reaction SMILES: [Cl:1][c:2]1[cH:3][c:4](-[n:20]2[n:21][c:22]([C:28]([OH:29])=[O:30])[c:23](=[O:27])[nH:24][c:25]2=[O:26])[cH:5][c:6]([Cl:19])[c:7]1[CH2:8][c:9]1[n:10][nH:11][c:12](=[O:18])[c:13]([CH:15]([CH3:16])[CH3:17])[cH:14]1.[OH2:36].[SH:31][CH2:32][C:33]([OH:34])=[O:35]>>[Cl:1][c:2]1[cH:3][c:4](-[n:20]2[n:21][cH:22][c:23](=[O:27])[nH:24][c:25]2=[O:26])[cH:5][c:6]([Cl:19])[c:7]1[CH2:8][c:9]1[n:10][nH:11][c:12](=[O:18])[c:13]([CH:15]([CH3:16])[CH3:17])[cH:14]1.